The task is: describe an organic reaction: reactants, conditions, products, and yield. This data is from the Open Reaction Database (ORD), a public repository of structured organic reaction records. The reactants are O=C1CCCc2c1cnn2Cc1ccccc1, CCOCC, CCO, CCOC=O, [H-], [Na+], C1CCOC1, O. Yields the product O=C1C(=CO)CCc2c1cnn2Cc1ccccc1. As a reaction SMILES: [CH2:1]([c:2]1[cH:3][cH:4][cH:5][cH:6][cH:7]1)[n:8]1[n:9][cH:10][c:11]2[c:16]1[CH2:15][CH2:14][CH2:13][C:12]2=[O:17].[CH2:28]([O:29][CH2:30][CH3:31])[CH3:32].[CH3:25][CH2:26][OH:27].[CH:20](=[O:21])[O:22][CH2:23][CH3:24].[H-:18].[Na+:19].[O:34]1[CH2:35][CH2:36][CH2:37][CH2:38]1.[OH2:33]>>[CH2:1]([c:2]1[cH:3][cH:4][cH:5][cH:6][cH:7]1)[n:8]1[n:9][cH:10][c:11]2[c:16]1[CH2:15][CH2:14][C:13](=[CH:20][OH:21])[C:12]2=[O:17]. Reactants: C1CCC2=NCCCN2CC1, CC(C=O)=Cc1ccccc1, ClCCl, O=Nc1ccccc1. Product: CC(=Cc1ccccc1)C(=O)N(O)c1ccccc1. RXN SMILES: [CH2:1]1[CH2:2][CH2:3][C:4]2=[N:9][CH2:8][CH2:7][CH2:6][N:5]2[CH2:10][CH2:11]1.[CH3:12][C:13]([CH:14]=[O:15])=[CH:16][c:17]1[cH:18][cH:19][cH:20][cH:21][cH:22]1.[Cl:31][CH2:32][Cl:33].[O:23]=[N:24][c:25]1[cH:26][cH:27][cH:28][cH:29][cH:30]1>>[CH3:12][C:13]([C:14](=[O:15])[N:24]([OH:23])[c:25]1[cH:26][cH:27][cH:28][cH:29][cH:30]1)=[CH:16][c:17]1[cH:18][cH:19][cH:20][cH:21][cH:22]1. Starting materials: O=C[C@H](O)[C@@H](O)[C@H](O)[C@H](O)C(=O)O (D-glucuronic acid), N[C@@H](CCCNC(=O)N)C(=O)O (L-(+)-citrulline). Reagents/catalysts: [Ni] (Raney nickel). The product is C(=O)(O)C(C(C(C(CN[C@@H](CCCNC(=O)N)C(=O)O)O)O)O)O (N-(5-carboxy-2,3,4,5-tetrahydroxy-pentyl)-L-(+)-citrulline). Reaction SMILES: O=[CH:2][C@@H:3]([C@H:5]([C@@H:7]([C@@H:9]([C:11]([OH:13])=[O:12])[OH:10])[OH:8])[OH:6])[OH:4].[NH2:14][C@H:15]([C:23]([OH:25])=[O:24])[CH2:16][CH2:17][CH2:18][NH:19][C:20]([NH2:22])=[O:21]>[Ni]>[C:11]([CH:9]([OH:10])[CH:7]([OH:8])[CH:5]([OH:6])[CH:3]([OH:4])[CH2:2][NH:14][C@H:15]([C:23]([OH:25])=[O:24])[CH2:16][CH2:17][CH2:18][NH:19][C:20]([NH2:22])=[O:21])([OH:13])=[O:12]. Procedure details: The product was made from D-glucuronic acid and L-(+)-citrulline using Raney nickel as a catalyst under the conditions of the above example. A brownish, highly viscous oil was obtained. The product is CNC(=O)C(O)C1=CC2(CCCC2)c2ccccc21. Starting materials: O=C([O-])O, CNC(=O)C=C1CC2(CCCC2)c2ccccc21, O=C(OO)c1cccc(Cl)c1, ClCCl, [Na+]. As a reaction SMILES: [C:19]([O-:20])(=[O:21])[OH:22].[CH3:1][NH:2][C:3]([CH:4]=[C:5]1[CH2:6][C:7]2([CH2:8][CH2:9][CH2:10][CH2:11]2)[c:12]2[cH:13][cH:14][cH:15][cH:16][c:17]21)=[O:18].[Cl:24][c:25]1[cH:26][cH:27][cH:28][c:29]([C:30]([O:31][OH:32])=[O:33])[cH:34]1.[Cl:35][CH2:36][Cl:37].[Na+:23]>>[CH3:1][NH:2][C:3]([CH:4]([C:5]1=[CH:6][C:7]2([CH2:8][CH2:9][CH2:10][CH2:11]2)[c:12]2[cH:13][cH:14][cH:15][cH:16][c:17]21)[OH:20])=[O:18]. Reactants: O (H2O), BrC1=CC=C(C(=O)O[C@H]2C[C@H](C3=C2N=CN=C3N3CCN(CC3)C(=O)OC(C)(C)C)C)C=C1 (tert-butyl 4-((5R,7S)-7-(4-bromobenzoyloxy)-5-methyl-6,7-dihydro-5H-cyclopenta[d]pyrimidin-4-yl)piperazine-1-carboxylate), O.[OH-].[Li+] (lithium hydroxide hydrate). Solvent: C1CCOC1 (THF). Reaction conditions: time 16 hour. Product: O[C@H]1C[C@H](C2=C1N=CN=C2N2CCN(CC2)C(=O)OC(C)(C)C)C (tert-butyl 4-((5R,7S)-7-hydroxy-5-methyl-6,7-dihydro-5H-cyclopenta[d]pyrimidin-4-yl)piperazine-1-carboxylate). The yield is 101.2%. Reaction SMILES: BrC1C=CC(C([O:8][C@@H:9]2[C:13]3[N:14]=[CH:15][N:16]=[C:17]([N:18]4[CH2:23][CH2:22][N:21]([C:24]([O:26][C:27]([CH3:30])([CH3:29])[CH3:28])=[O:25])[CH2:20][CH2:19]4)[C:12]=3[C@H:11]([CH3:31])[CH2:10]2)=O)=CC=1.O.O.[OH-].[Li+]>C1COCC1>[OH:8][C@@H:9]1[C:13]2[N:14]=[CH:15][N:16]=[C:17]([N:18]3[CH2:23][CH2:22][N:21]([C:24]([O:26][C:27]([CH3:30])([CH3:29])[CH3:28])=[O:25])[CH2:20][CH2:19]3)[C:12]=2[C@H:11]([CH3:31])[CH2:10]1 |f:2.3.4|. Procedure: Lithium hydroxide hydrate (0.779 mL, 28.0 mmol) was added to a solution of tert-butyl 4-((5R,7R)-7-(4-bromobenzoyloxy)-5-methyl-6,7-dihydro-5H-cyclopenta[d]pyrimidin-4-yl)piperazine-1-carboxylate (5.8 g, 11.2 mmol) in THF:H2O (150 mL, 2:1) at 0° C. The mixture was allowed to warm to room temperature and stirred at for 1 hour. The mixture was concentrated in vacuo, taken up into saturated sodium bicarbonate (100 mL) and extracted into EtOAc (2×200 mL). The reaction was dried over Na2SO4 and conce...